From a dataset of the Open Reaction Database (ORD), a public repository of structured organic reaction records. describe an organic reaction: reactants, conditions, products, and yield Reactants: N1C=CC2=CC=CC=C12 (indole), C(C1=CC=CC=C1)Cl (benzyl chloride), [OH-].[K+] (potassium hydroxide). Run in CC(=O)C (acetone). The product is C(C1=CC=CC=C1)N1C=CC2=CC=CC=C12 (1-benzylindole). RXN SMILES: [NH:1]1[C:9]2[C:4](=[CH:5][CH:6]=[CH:7][CH:8]=2)[CH:3]=[CH:2]1.[CH2:10](Cl)[C:11]1[CH:16]=[CH:15][CH:14]=[CH:13][CH:12]=1.[OH-].[K+]>CC(C)=O>[CH2:10]([N:1]1[C:9]2[C:4](=[CH:5][CH:6]=[CH:7][CH:8]=2)[CH:3]=[CH:2]1)[C:11]1[CH:16]=[CH:15][CH:14]=[CH:13][CH:12]=1 |f:2.3|. Procedure: 1-benzylindole was prepared by reaction of the indole with benzyl chloride in the presence of potassium hydroxide in acetone at ambient temperature according to the procedure described in Y. Kikugawa, Y. Miyake Synthesis 1981, 461-462. Reactants: ClC1=CC2=C(SC3=C(C=4N(C(=NC24)COCCN(C)C)COCC[Si](C)(C)C)C=CC=C3)C=C1 ({2-[5-chloro-1-(2-trimethylsilyl-ethoxymethyl)-1H-8-thia-1,3-diaza-dibenzo[e,h]azulene-2-ylmethoxy]-ethyl}-dimethyl-amine), C(O)([O-])=O.[Na+] (sodium hydrogencarbonate). The solvent is CO (methanol), Cl (hydrochloric acid), CO (methanol), O (water). The product is ClC1=CC2=C(SC3=C(C=4NC(=NC24)COCCN(C)C)C=CC=C3)C=C1 ([2-(5-Chloro-1H-8-thia-1,3-diaza-dibenzo[e,h]azulene-2-ylmethoxy)-ethyl]-dimethyl-amine). Reaction SMILES: [Cl:1][C:2]1[CH:34]=[CH:33][C:5]2[S:6][C:7]3[CH:32]=[CH:31][CH:30]=[CH:29][C:8]=3[C:9]3[N:10](COCC[Si](C)(C)C)[C:11]([CH2:14][O:15][CH2:16][CH2:17][N:18]([CH3:20])[CH3:19])=[N:12][C:13]=3[C:4]=2[CH:3]=1.C(=O)([O-])O.[Na+]>CO.Cl.O>[Cl:1][C:2]1[CH:34]=[CH:33][C:5]2[S:6][C:7]3[CH:32]=[CH:31][CH:30]=[CH:29][C:8]=3[C:9]3[NH:10][C:11]([CH2:14][O:15][CH2:16][CH2:17][N:18]([CH3:20])[CH3:19])=[N:12][C:13]=3[C:4]=2[CH:3]=1 |f:1.2|. Reported procedure: To a solution of {2-[5-chloro-1-(2-trimethylsilyl-ethoxymethyl)-1H-8-thia-1,3-diaza-dibenzo[e,h]azulene-2-ylmethoxy]-ethyl}-dimethyl-amine (0.21 mmole) in methanol (6.0 ml), 0.5 M hydrochloric acid in methanol (2.0 ml) was slowly added. The reaction mixture was heated under reflux for 3 hours, then it was cooled to room temperature, neutralized with a saturated aqueous solution of sodium hydrogencarbonate, diluted with water and extracted with dichloromethane. The organic extract was washed with... The reactants are 4-carboxamido, S(O)(O)(=O)=O (sulfuric acid), S(O)(O)(=O)=O (sulfuric acid), carbonitrile, NC1=C(C(=NN1C)C=1N(C(=CN1)[N+](=O)[O-])C)C#N (5-amino-1-methyl-3-(1-methyl-5-nitro-2-imidazolyl)pyrazole-4-carbonitrile). Run in C(C)O (ethanol), C(C)O (ethanol). Product: NC1=C(C(=NN1C)C=1N(C(=CN1)[N+](=O)[O-])C)C(=O)N (5-amino-1-methyl-3-(1-methyl-5-nitro-2-imidazolyl)-pyrazole-4-carboxamide). RXN SMILES: S(=O)(=O)(O)[OH:2].[NH2:6][C:7]1[N:11]([CH3:12])[N:10]=[C:9]([C:13]2[N:14]([CH3:21])[C:15]([N+:18]([O-:20])=[O:19])=[CH:16][N:17]=2)[C:8]=1[C:22]#[N:23]>C(O)C>[NH2:6][C:7]1[N:11]([CH3:12])[N:10]=[C:9]([C:13]2[N:14]([CH3:21])[C:15]([N+:18]([O-:20])=[O:19])=[CH:16][N:17]=2)[C:8]=1[C:22]([NH2:23])=[O:2]. Reported procedure: Another grouping present in these novel compounds, namely the 4-carbonitrile group, can also be utilized to prepare derivatives. This carbonitrile group can be readily hydrolyzed to the 4-carboxamido grouping by allowing the carbonitrile to react with concentrated sulfuric acid in absolute ethanol. Illustratively, when 5-amino-1-methyl-3-(1-methyl-5-nitro-2-imidazolyl)pyrazole-4-carbonitrile is allowed to react with concentrated sulfuric acid in absolute ethanol at steam bath temperature for abo... The reactants are COC(=O)N[C@H]1CC(=O)OC1=O (N-methoxycarbonylaspartic anhydride), ClC=1C=C(N)C=C(C1)Cl (3,5-dichloroaniline). Solvent: O1CCCC1 (tetrahydrofurane), O1CCCC1 (tetrahydrofurane). Reaction conditions: temperature 50 celsius, time 4 hour. Product: COC(=O)NC1C(N(C(C1)=O)C1=CC(=CC(=C1)Cl)Cl)=O (3-(N-methoxycarbonylamino)-1-(3,5-dichlorophenyl)-pyrrolidine-2,5-dione). As a reaction SMILES: [CH3:1][O:2][C:3]([NH:5][C@@H:6]1[C:11](=[O:12])O[C:8](=[O:9])[CH2:7]1)=[O:4].[Cl:13][C:14]1[CH:15]=[C:16]([CH:18]=[C:19]([Cl:21])[CH:20]=1)[NH2:17]>O1CCCC1>[CH3:1][O:2][C:3]([NH:5][CH:6]1[CH2:7][C:8](=[O:9])[N:17]([C:16]2[CH:15]=[C:14]([Cl:13])[CH:20]=[C:19]([Cl:21])[CH:18]=2)[C:11]1=[O:12])=[O:4]. Procedure details: 12.9 g of N-methoxycarbonylaspartic anhydride are dissolved in 100 ml of tetrahydrofurane, and to this solution is added a solution of 12 g of 3,5-dichloroaniline in 50 ml of tetrahydrofurane. The reaction solution is stirred for 4 hours at 50° C. and then evaporated to dryness in vacuo. The residue is dissolved in 80 ml of acetic anhydride and then 2.5 g of sodium acetate are added and the solution is stirred for 11/2 hours at 80° C. After cooling to room temperature, the reaction mixture is po... Starting materials: C(#C)C1=CN=CN1C (5-ethynyl-1-methyl-1H-imidazole), COC(C1=CN=C(C(=C1)C1=CC=C(C=C1)C(F)(F)F)Cl)=O (6-chloro-5-(4-trifluoromethyl-phenyl)-nicotinic acid methyl ester), N[C@H]1[C@@H](CCCC1)O ((1R,2R)-2-amino-cyclohexanol). The product is O[C@H]1[C@@H](CCCC1)NC(C1=CN=C(C(=C1)C1=CC=C(C=C1)C(F)(F)F)CCC=1N(C=NC1)C)=O (N-((1R,2R)-2-Hydroxy-cyclohexyl)-6-[2-(3-methyl-3H-imidazol-4-yl)-ethyl]-5-(4-trifluoromethyl-phenyl)-nicotinamide). As a reaction SMILES: [C:1]([C:3]1[N:7]([CH3:8])[CH:6]=[N:5][CH:4]=1)#[CH:2].CO[C:11](=[O:29])[C:12]1[CH:17]=[C:16]([C:18]2[CH:23]=[CH:22][C:21]([C:24]([F:27])([F:26])[F:25])=[CH:20][CH:19]=2)[C:15](Cl)=[N:14][CH:13]=1.[NH2:30][C@@H:31]1[CH2:36][CH2:35][CH2:34][CH2:33][C@H:32]1[OH:37]>>[OH:37][C@@H:32]1[CH2:33][CH2:34][CH2:35][CH2:36][C@H:31]1[NH:30][C:11](=[O:29])[C:12]1[CH:17]=[C:16]([C:18]2[CH:19]=[CH:20][C:21]([C:24]([F:25])([F:26])[F:27])=[CH:22][CH:23]=2)[C:15]([CH2:2][CH2:1][C:3]2[N:7]([CH3:8])[CH:6]=[N:5][CH:4]=2)=[N:14][CH:13]=1. Reported procedure: The title compound was synthesized in analogy to the procedure described for the preparation of Example 140, using 5-ethynyl-1-methyl-1H-imidazole (CAN 71759-92-7), 6-chloro-5-(4-trifluoromethyl-phenyl)-nicotinic acid methyl ester, and (1R,2R)-2-amino-cyclohexanol (commercially available) as starting materials, LC at 215 nm; Rt 3.11: 100%, m/z (ES+): 473.5 (M+H). Starting materials: C1(CC1)N(S(=O)(=O)C1=C(C=C(C=C1C)OC)C)CC(=O)OCC (ethyl 2-(N-cyclopropyl-4-methoxy-2,6-dimethylphenyl-sulfonamido)acetate), [Li+].[OH-] (LiOH). The solvent is C1CCOC1.O (THF H2O). The product is C1(CC1)N(S(=O)(=O)C1=C(C=C(C=C1C)OC)C)CC(=O)O (2-(N-Cyclopropyl-4-methoxy-2,6-dimethylphenylsulfonamido)acetic acid). Isolated yield 83.0%. Reaction SMILES: [CH:1]1([N:4]([CH2:18][C:19]([O:21]CC)=[O:20])[S:5]([C:8]2[C:13]([CH3:14])=[CH:12][C:11]([O:15][CH3:16])=[CH:10][C:9]=2[CH3:17])(=[O:7])=[O:6])[CH2:3][CH2:2]1.[Li+].[OH-]>C1COCC1.O>[CH:1]1([N:4]([CH2:18][C:19]([OH:21])=[O:20])[S:5]([C:8]2[C:13]([CH3:14])=[CH:12][C:11]([O:15][CH3:16])=[CH:10][C:9]=2[CH3:17])(=[O:7])=[O:6])[CH2:2][CH2:3]1 |f:1.2,3.4|. Procedure: A solution of ethyl 2-(N-cyclopropyl-4-methoxy-2,6-dimethylphenyl-sulfonamido)acetate (2.7 mmol, 1 eq.) and LiOH (5 eq.) in THF/H2O (1:1) was stirred at room temperature for 12 h. The solvent was removed completely, in vacuo. The crude product was taken up in water and the mixture was washed with ethyl acetate. The aqueous phase was acidified to pH=4 with 1 M HCl and then extracted with ethyl acetate. The organic phase was dried over Na2SO4. After the solvent had been distilled off completely, t...